The task is: describe an organic reaction: reactants, conditions, products, and yield. This data is from the Open Reaction Database (ORD), a public repository of structured organic reaction records. Reactants: COc1ccc(CCO)cc1OC, ClCCl, COC(=O)C1OC1(c1ccccc1)c1ccccc1. Yields the product COC(=O)C(O)C(OCCc1ccc(OC)c(OC)c1)(c1ccccc1)c1ccccc1. Reaction SMILES: [CH3:20][O:21][c:22]1[cH:23][c:24]([CH2:30][CH2:31][OH:32])[cH:25][cH:26][c:27]1[O:28][CH3:29].[Cl:33][CH2:34][Cl:35].[c:1]1([C:7]2([c:14]3[cH:15][cH:16][cH:17][cH:18][cH:19]3)[CH:8]([C:9](=[O:10])[O:11][CH3:12])[O:13]2)[cH:2][cH:3][cH:4][cH:5][cH:6]1>>[c:1]1([C:7]([CH:8]([C:9](=[O:10])[O:11][CH3:12])[OH:13])([c:14]2[cH:15][cH:16][cH:17][cH:18][cH:19]2)[O:32][CH2:31][CH2:30][c:24]2[cH:23][c:22]([O:21][CH3:20])[c:27]([O:28][CH3:29])[cH:26][cH:25]2)[cH:2][cH:3][cH:4][cH:5][cH:6]1. Reactants: COC(CCNC(=O)NC1=C(C=CC(=C1)Cl)OCC(=O)N1[C@@H](CN(CC1)CC1=CC=C(C=C1)F)C)=O (3-[3-(5-chloro-2-{2-[4-(4-fluoro-benzyl)-(2R)-2-methyl-piperazin-1-yl]-2-oxo-ethoxy}-phenyl)-ureido]-propionic acid methyl ester), O.[OH-].[Li+] (lithium hydroxide monohydrate). The solvent is O1CCCC1 (tetrahydrofuran), CO (methanol), O (water). Reaction conditions: time 8 hour. Product: ClC=1C=CC(=C(C1)NC(NCCC(=O)O)=O)OCC(=O)N1[C@@H](CN(CC1)CC1=CC=C(C=C1)F)C (3-[3-(5-Chloro-2-{2-[4-(4-fluoro-benzyl)-(2R)-2-methyl-piperazin-1-yl]-2-oxo-ethoxy}-phenyl)-ureido]-propionic acid), hydrochloride salt. RXN SMILES: C[O:2][C:3](=[O:36])[CH2:4][CH2:5][NH:6][C:7]([NH:9][C:10]1[CH:15]=[C:14]([Cl:16])[CH:13]=[CH:12][C:11]=1[O:17][CH2:18][C:19]([N:21]1[CH2:26][CH2:25][N:24]([CH2:27][C:28]2[CH:33]=[CH:32][C:31]([F:34])=[CH:30][CH:29]=2)[CH2:23][C@H:22]1[CH3:35])=[O:20])=[O:8].O.[OH-].[Li+]>O1CCCC1.CO.O>[Cl:16][C:14]1[CH:13]=[CH:12][C:11]([O:17][CH2:18][C:19]([N:21]2[CH2:26][CH2:25][N:24]([CH2:27][C:28]3[CH:29]=[CH:30][C:31]([F:34])=[CH:32][CH:33]=3)[CH2:23][C@H:22]2[CH3:35])=[O:20])=[C:10]([NH:9][C:7](=[O:8])[NH:6][CH2:5][CH2:4][C:3]([OH:36])=[O:2])[CH:15]=1 |f:1.2.3|. Procedure details: To a solution of 3-[3-(5-chloro-2-{2-[4-(4-fluoro-benzyl)-(2R)-2-methyl-piperazin-1-yl]-2-oxo-ethoxy}-phenyl)-ureido]-propionic acid methyl ester (0.057 g, 0.11 mmol) in tetrahydrofuran (3 mL), methanol (3 mL) and water (1 mL) was added lithium hydroxide monohydrate (0.023 g, 0.55 mmol). The reaction was stirred at ambient temperature overnight, concentrated in vacuo, taken up in methanol, passed through an ion exchange column and then treated with hydrogen chloride gas to give the title compoun... Reaction SMILES: [CH3:133][c:134]1[cH:135][cH:136][cH:137][cH:138][cH:139]1.[CH3:65][C:66]([CH3:67])([O-:68])[CH3:69].[CH3:71][CH2:72][O:73][C:74](=[O:75])[CH3:76].[CH:31]1([P:32]([CH:33]2[CH2:34][CH2:35][CH2:36][CH2:37][CH2:38]2)[c:39]2[cH:40][cH:41][cH:42][cH:43][c:44]2-[c:45]2[c:46]([CH:47]([CH3:48])[CH3:49])[cH:50][c:51]([CH:52]([CH3:53])[CH3:54])[cH:55][c:56]2[CH:57]([CH3:58])[CH3:59])[CH2:60][CH2:61][CH2:62][CH2:63][CH2:64]1.[Cl:1][c:2]1[n:3][c:4]([NH:14][CH:15]([CH3:16])[c:17]2[cH:18][cH:19][c:20]([F:23])[cH:21][cH:22]2)[n:5][c:6](-[n:8]2[cH:9][n:10][c:11]([CH3:13])[cH:12]2)[cH:7]1.[NH2:24][c:25]1[n:26][cH:27][cH:28][n:29][cH:30]1.[Na+:70].[O:115]=[C:116]([CH:117]=[CH:118][c:119]1[cH:120][cH:121][cH:122][cH:123][cH:124]1)[CH:125]=[CH:126][c:127]1[cH:128][cH:129][cH:130][cH:131][cH:132]1.[O:79]=[C:80]([CH:81]=[CH:82][c:83]1[cH:84][cH:85][cH:86][cH:87][cH:88]1)[CH:89]=[CH:90][c:91]1[cH:92][cH:93][cH:94][cH:95][cH:96]1.[O:97]=[C:98]([CH:99]=[CH:100][c:101]1[cH:102][cH:103][cH:104][cH:105][cH:106]1)[CH:107]=[CH:108][c:109]1[cH:110][cH:111][cH:112][cH:113][cH:114]1.[Pd:77].[Pd:78]>>[c:2]1([NH:24][c:25]2[n:26][cH:27][cH:28][n:29][cH:30]2)[n:3][c:4]([NH:14][CH:15]([CH3:16])[c:17]2[cH:18][cH:19][c:20]([F:23])[cH:21][cH:22]2)[n:5][c:6](-[n:8]2[cH:9][n:10][c:11]([CH3:13])[cH:12]2)[cH:7]1. The product is Cc1cn(-c2cc(Nc3cnccn3)nc(NC(C)c3ccc(F)cc3)n2)cn1. Starting materials: Cc1ccccc1, CC(C)(C)[O-], CCOC(C)=O, CC(C)c1cc(C(C)C)c(-c2ccccc2P(C2CCCCC2)C2CCCCC2)c(C(C)C)c1, Cc1cn(-c2cc(Cl)nc(NC(C)c3ccc(F)cc3)n2)cn1, Nc1cnccn1, [Na+], O=C(C=Cc1ccccc1)C=Cc1ccccc1, O=C(C=Cc1ccccc1)C=Cc1ccccc1, O=C(C=Cc1ccccc1)C=Cc1ccccc1, [Pd], [Pd]. Starting materials: [Al+3], B, O=C([O-])O, C1CCOC1, ClCCl, COc1c(C)cccc1C, CSC, Cc1ccccc1, [Cl-], [Cl-], [Cl-], [Na+], O=C1CCC(=O)O1, OOO, O. Product: COc1c(C)cc(CCCCO)cc1C. As a reaction SMILES: [Al+3:19].[BH3:25].[C:26](=[O:27])([OH:28])[O-:29].[CH2:41]1[O:42][CH2:43][CH2:44][CH2:45]1.[CH2:46]([Cl:47])[Cl:48].[CH3:1][c:2]1[c:3]([O:9][CH3:10])[c:4]([CH3:8])[cH:5][cH:6][cH:7]1.[CH3:22][S:23][CH3:24].[CH3:34][c:35]1[cH:36][cH:37][cH:38][cH:39][cH:40]1.[Cl-:18].[Cl-:20].[Cl-:21].[Na+:30].[O:11]=[C:12]1[CH2:13][CH2:14][C:15](=[O:17])[O:16]1.[O:31]([OH:32])[OH:33].[OH2:49]>>[CH3:1][c:2]1[c:3]([O:9][CH3:10])[c:4]([CH3:8])[cH:5][c:6]([CH2:15][CH2:14][CH2:13][CH2:12][OH:11])[cH:7]1. Reactants: C(C1=CC=CC=C1)(C1=CC=CC=C1)O.NC1=C(OC2=C(C(=O)[O-])C=CC=C2)C=CC(=C1)C(F)(F)F (Benzhydrol 2-(2-amino-4-trifluoromethylphenoxy)benzoate), FC(C=1C=C(C=C(C1)C(F)(F)F)S(=O)(=O)Cl)(F)F (3,5-bis(trifluoromethyl)benzenesulfonyl chloride). Run in N1=CC=CC=C1 (pyridine). The product is C(C1=CC=CC=C1)(C1=CC=CC=C1)O.FC(C=1C=C(C=C(C1)C(F)(F)F)S(=O)(=O)NC1=C(OC2=C(C(=O)[O-])C=CC=C2)C=CC(=C1)C(F)(F)F)(F)F (Benzhydrol 2-[2-[3,5-bis (trifluoromethyl)phenylsulfonamido]-4-trifluoromethylphenoxy]benzoate). Reaction SMILES: [CH:1]([OH:14])([C:8]1[CH:13]=[CH:12][CH:11]=[CH:10][CH:9]=1)[C:2]1[CH:7]=[CH:6][CH:5]=[CH:4][CH:3]=1.[NH2:15][C:16]1[CH:31]=[C:30]([C:32]([F:35])([F:34])[F:33])[CH:29]=[CH:28][C:17]=1[O:18][C:19]1[CH:27]=[CH:26][CH:25]=[CH:24][C:20]=1[C:21]([O-:23])=[O:22].[F:36][C:37]([F:53])([F:52])[C:38]1[CH:39]=[C:40]([S:48](Cl)(=[O:50])=[O:49])[CH:41]=[C:42]([C:44]([F:47])([F:46])[F:45])[CH:43]=1>N1C=CC=CC=1>[CH:1]([OH:14])([C:8]1[CH:9]=[CH:10][CH:11]=[CH:12][CH:13]=1)[C:2]1[CH:7]=[CH:6][CH:5]=[CH:4][CH:3]=1.[F:47][C:44]([F:45])([F:46])[C:42]1[CH:41]=[C:40]([S:48]([NH:15][C:16]2[CH:31]=[C:30]([C:32]([F:33])([F:34])[F:35])[CH:29]=[CH:28][C:17]=2[O:18][C:19]2[CH:27]=[CH:26][CH:25]=[CH:24][C:20]=2[C:21]([O-:23])=[O:22])(=[O:49])=[O:50])[CH:39]=[C:38]([C:37]([F:53])([F:52])[F:36])[CH:43]=1 |f:0.1,4.5|. Reported procedure: Benzhydrol 2-(2-amino-4-trifluoromethylphenoxy)benzoate (4 g, 8.6 mmol) was dissolved in pyridine (25 mL) and stirred under argon at room temperature. 3,5-bis(trifluoromethyl)benzenesulfonyl chloride (4.05 g, 12.9 mmol) was added in portions, and the mixture stirred for 16 h. The solvent was evaporated, and the residue was purified by flash chromatography (silica gel, ethyl acetate/hexane) to give the title compound as a white solid. 1H NMR (250 MHz, CDCl3) δ8.25 (br s, 1H), 8.15 (s, 2H), 7.99 (... Starting materials: CS(=O)(=O)O (methanesulfonic acid), N1(CCCCC1)CC1=CC(=NC=C1)OC\C=C/CNC(CSCCOC(C)=O)=O (N-[4-(4-piperidinomethyl-2-pyridyloxy)-cis-2-butenyl]-2-(2-acetoxyethylthio)acetamide), ClCCCl (1,2-dichloroethane), ClC=1C=C(C(=O)OO)C=CC1 (3-chloroperoxybenzoic acid). Run at temperature -10 celsius, time 2 hour. Yields the product N1(CCCCC1)CC1=CC(=NC=C1)OC\C=C/CNC(CS(=O)(=O)CCOC(C)=O)=O (N-[4-(4-Piperidinomethyl-2-pyridyloxy)-cis-2-butenyl]-2-(2-acetoxyethylsulfonyl)acetamide). Isolated yield 40.0%. As a reaction SMILES: [CH3:1][S:2]([OH:5])(=O)=[O:3].[N:6]1([CH2:12][C:13]2[CH:18]=[CH:17][N:16]=[C:15]([O:19][CH2:20]/[CH:21]=[CH:22]\[CH2:23][NH:24][C:25](=[O:34])[CH2:26]SCCOC(=O)C)[CH:14]=2)[CH2:11][CH2:10][CH2:9][CH2:8][CH2:7]1.ClC1C=[C:38](C=CC=1)[C:39]([O:41]O)=[O:40].Cl[CH2:47]CCl>>[N:6]1([CH2:12][C:13]2[CH:18]=[CH:17][N:16]=[C:15]([O:19][CH2:20]/[CH:21]=[CH:22]\[CH2:23][NH:24][C:25](=[O:34])[CH2:26][S:2]([CH2:1][CH2:47][O:41][C:39](=[O:40])[CH3:38])(=[O:5])=[O:3])[CH:14]=2)[CH2:11][CH2:10][CH2:9][CH2:8][CH2:7]1. Procedure: 72 μl of methanesulfonic acid were added to a solution of 0.47 g of N-[4-(4-piperidinomethyl-2-pyridyloxy)-cis-2-butenyl]-2-(2-acetoxyethylthio)acetamide (prepared as described in Example 2) in 5.5 ml of 1,2-dichloroethane. The resulting mixture was cooled to -10° C. 0.51 g of 3-chloroperoxybenzoic acid (purity: was added to the reaction mixture, which was then stirred at a temperature in the range from -10° C. to -5° C. for 2 hours. At the end of this time, the reaction mixture was washed with ...